This data is from the Open Reaction Database (ORD), a public repository of structured organic reaction records. The task is: describe an organic reaction: reactants, conditions, products, and yield Reactants: CS(=O)(=O)C1=CC=C(C=C1)C1=C(C2=CC=C(C=C2CC1)OC)OC1=CC=C(OCCN2CCCCC2)C=C1 (1-(2-{4-[2-(4-Methanesulfonyl-phenyl)-6-methoxy-3,4-dihydro-naphthalen-1-yloxy]-phenoxy}-ethyl)-piperidine), C(C)[S-].[Na+] (sodium ethanethiolate). Run in CN(C=O)C (dimethylformamide). Conditions: time 4 hour. Product: CS(=O)(=O)C1=CC=C(C=C1)C1=C(C=2C=CC(=CC2CC1)O)OC1=CC=C(C=C1)OCCN1CCCCC1 (6-(4-Methanesulfonyl-phenyl)-5-[4-(2-piperidin-1-yl-ethoxy)-phenoxy]-7,8-dihydro-naphthalen-2-ol). The yield is 14.3%. RXN SMILES: [CH3:1][S:2]([C:5]1[CH:10]=[CH:9][C:8]([C:11]2[CH2:20][CH2:19][C:18]3[C:13](=[CH:14][CH:15]=[C:16]([O:21]C)[CH:17]=3)[C:12]=2[O:23][C:24]2[CH:38]=[CH:37][C:27]([O:28][CH2:29][CH2:30][N:31]3[CH2:36][CH2:35][CH2:34][CH2:33][CH2:32]3)=[CH:26][CH:25]=2)=[CH:7][CH:6]=1)(=[O:4])=[O:3].C([S-])C.[Na+]>CN(C)C=O>[CH3:1][S:2]([C:5]1[CH:6]=[CH:7][C:8]([C:11]2[CH2:20][CH2:19][C:18]3[CH:17]=[C:16]([OH:21])[CH:15]=[CH:14][C:13]=3[C:12]=2[O:23][C:24]2[CH:38]=[CH:37][C:27]([O:28][CH2:29][CH2:30][N:31]3[CH2:36][CH2:35][CH2:34][CH2:33][CH2:32]3)=[CH:26][CH:25]=2)=[CH:9][CH:10]=1)(=[O:4])=[O:3] |f:1.2|. Reported procedure: In a round bottom flask place the compound of Example 104 (50 mg, 0.094 mmol), sodium ethanethiolate (88 mg, 1.05 mmol) and dimethylformamide (4 mL) in a round bottom flask, at room temperature. Place the reaction in a 95° C. oil bath and stir it for 4 hours, then cool it to ambient temperature. Quench the room temperature mixture with brine and extract it into ethyl acetate. Wash the combined extracts with brine; then dry (sodium sulfate) and concentrate them in vacuo. Purify the crude material...